This data is from the Open Reaction Database (ORD), a public repository of structured organic reaction records. The task is: describe an organic reaction: reactants, conditions, products, and yield RXN SMILES: [Cl:11][c:12]1[cH:13][c:14]([I:18])[cH:15][cH:16][cH:17]1.[Cl:1][c:2]1[cH:3][cH:4][c:5]2[cH:6][cH:7][nH:8][c:9]2[cH:10]1>>[Cl:1][c:2]1[cH:3][cH:4][c:5]2[cH:6][cH:7][n:8](-[c:14]3[cH:13][c:12]([Cl:11])[cH:17][cH:16][cH:15]3)[c:9]2[cH:10]1. Starting materials: Clc1cccc(I)c1, Clc1ccc2cc[nH]c2c1. Product: Clc1cccc(-n2ccc3ccc(Cl)cc32)c1.